describe an organic reaction: reactants, conditions, products, and yield From a dataset of the Open Reaction Database (ORD), a public repository of structured organic reaction records. Reactants: CO, COC(=O)C1CCC(NC(=O)OC(C)(C)C)C1, N. Product: CC(C)(C)OC(=O)NC1CCC(C(N)=O)C1. RXN SMILES: [CH3:19][OH:20].[CH3:2][O:3][C:4](=[O:5])[CH:6]1[CH2:7][CH:8]([NH:11][C:12]([O:13][C:14]([CH3:15])([CH3:16])[CH3:17])=[O:18])[CH2:9][CH2:10]1.[NH3:1]>>[NH2:1][C:4](=[O:3])[CH:6]1[CH2:7][CH:8]([NH:11][C:12]([O:13][C:14]([CH3:15])([CH3:16])[CH3:17])=[O:18])[CH2:9][CH2:10]1. Reactants: [Co] (cobalt), C(CCCCCCCCCCCCC)(=O)O (myristic acid). Reaction conditions: time 60 minute. Product: C(CCCCCCCCCCCCC)(=O)[O-].[Co+2].C(CCCCCCCCCCCCC)(=O)[O-] (Cobalt myristate). RXN SMILES: [Co:1].[C:2]([OH:17])(=[O:16])[CH2:3][CH2:4][CH2:5][CH2:6][CH2:7][CH2:8][CH2:9][CH2:10][CH2:11][CH2:12][CH2:13][CH2:14][CH3:15]>>[C:2]([O-:17])(=[O:16])[CH2:3][CH2:4][CH2:5][CH2:6][CH2:7][CH2:8][CH2:9][CH2:10][CH2:11][CH2:12][CH2:13][CH2:14][CH3:15].[Co+2:1].[C:2]([O-:17])(=[O:16])[CH2:3][CH2:4][CH2:5][CH2:6][CH2:7][CH2:8][CH2:9][CH2:10][CH2:11][CH2:12][CH2:13][CH2:14][CH3:15] |f:2.3.4|. Procedure details: To an aqueous solution of cobalt chloride prepared by dissolving 239 g cobalt chloride hydrate (containing 24.4% cobalt) in 2700 ml water, 1313 g of a 80% aqueous sodium carbonate solution was added under stirring to produce an aqueous cobalt carbonate dispersion containing 58.3 g cobalt. This liquid was heated under stirring, and at a constant temperature of 55° l C., 452 g myristic acid (melt initiating temperature 50° C.) in scale form was added over a period of 15 minutes. Stirring was conti... Procedure details: An amidation reaction and post-treatment were carried out according to the conditions of Example 1, using 6.54 g (30.2 mmol) of 4-amino-1-benzyl-5-imidazolecarboxamide prepared in Reference Example 2 and, instead of benzoyl chloride, 3,5-dimethylbenzoyl chloride which was separately prepared by a conventional method, to obtain 9.62 g of 1-benzyl-4-(3,5-dimethylbenzoylamino)-5-imidazolecarboxamide (yield 91%). Isolated yield 91.0%. Starting materials: NC=1N=CN(C1C(=O)N)CC1=CC=CC=C1 (4-amino-1-benzyl-5-imidazolecarboxamide), C(C1=CC=CC=C1)(=O)Cl (benzoyl chloride), CC=1C=C(C(=O)Cl)C=C(C1)C (3,5-dimethylbenzoyl chloride). Product: C(C1=CC=CC=C1)N1C=NC(=C1C(=O)N)NC(C1=CC(=CC(=C1)C)C)=O (1-benzyl-4-(3,5-dimethylbenzoylamino)-5-imidazolecarboxamide). RXN SMILES: [NH2:1][C:2]1[N:3]=[CH:4][N:5]([CH2:10][C:11]2[CH:16]=[CH:15][CH:14]=[CH:13][CH:12]=2)[C:6]=1[C:7]([NH2:9])=[O:8].C(Cl)(=O)C1C=CC=CC=1.[CH3:26][C:27]1[CH:28]=[C:29]([CH:33]=[C:34]([CH3:36])[CH:35]=1)[C:30](Cl)=[O:31]>>[CH2:10]([N:5]1[C:6]([C:7]([NH2:9])=[O:8])=[C:2]([NH:1][C:30](=[O:31])[C:29]2[CH:33]=[C:34]([CH3:36])[CH:35]=[C:27]([CH3:26])[CH:28]=2)[N:3]=[CH:4]1)[C:11]1[CH:16]=[CH:15][CH:14]=[CH:13][CH:12]=1. The reactants are CO, N#Cc1ccc(N(Cc2ccc(Br)c(OC3CCCCO3)c2)n2cnnc2)cc1, Cc1ccc(S(=O)(=O)O)cc1. Yields the product N#Cc1ccc(N(Cc2ccc(Br)c(O)c2)n2cnnc2)cc1. RXN SMILES: [CH3:41][OH:42].[O:1]1[CH2:2][CH2:3][CH2:4][CH2:5][CH:6]1[O:7][c:8]1[cH:9][c:10]([CH2:11][N:12]([n:13]2[cH:14][n:15][n:16][cH:17]2)[c:18]2[cH:19][cH:20][c:21]([C:24]#[N:25])[cH:22][cH:23]2)[cH:26][cH:27][c:28]1[Br:29].[c:30]1([CH3:31])[cH:32][cH:33][c:34]([S:35]([OH:36])(=[O:37])=[O:38])[cH:39][cH:40]1>>[OH:7][c:8]1[cH:9][c:10]([CH2:11][N:12]([n:13]2[cH:14][n:15][n:16][cH:17]2)[c:18]2[cH:19][cH:20][c:21]([C:24]#[N:25])[cH:22][cH:23]2)[cH:26][cH:27][c:28]1[Br:29].